Dataset: the Open Reaction Database (ORD), a public repository of structured organic reaction records. Task: describe an organic reaction: reactants, conditions, products, and yield Reactants: Cl (hydrochloric acid), CCCCCC (hexane), FC1=CC=C(C(=O)NC2=CC=C(C=C2)NN)C=C1 (4-(4-fluorobenzoyl)aminophenylhydrazine), C1(C=2C(C(N1CCCC(C)=O)=O)=CC=CC2)=O (5-phthalimidyl-2-pentanone), Cl (hydrochloric acid). Run in C(C)O (ethanol). Run at temperature 80 celsius, time 6 hour. Product: CC=1NC2=CC=C(C=C2C1CCN1C(C=2C(C1=O)=CC=CC2)=O)NC(C2=CC=C(C=C2)F)=O (N-[2-methyl-3-(2-phthalimidylethyl)-1H-indol-5-yl]-4-fluoro-benzamide). Isolated yield 6.6%. As a reaction SMILES: [F:1][C:2]1[CH:18]=[CH:17][C:5]([C:6]([NH:8][C:9]2[CH:14]=[CH:13][C:12]([NH:15]N)=[CH:11][CH:10]=2)=[O:7])=[CH:4][CH:3]=1.[C:19]1(=[O:35])[N:23]([CH2:24][CH2:25][CH2:26][C:27](=O)[CH3:28])[C:22](=[O:30])[C:21]2=[CH:31][CH:32]=[CH:33][CH:34]=[C:20]12.Cl.CCCCCC>C(O)C>[CH3:28][C:27]1[NH:15][C:12]2[C:13]([C:26]=1[CH2:25][CH2:24][N:23]1[C:22](=[O:30])[C:21]3=[CH:31][CH:32]=[CH:33][CH:34]=[C:20]3[C:19]1=[O:35])=[CH:14][C:9]([NH:8][C:6](=[O:7])[C:5]1[CH:17]=[CH:18][C:2]([F:1])=[CH:3][CH:4]=1)=[CH:10][CH:11]=2. Reported procedure: To a solution of 5.33 gm (21.7 mMol) 4-(4-fluorobenzoyl)aminophenylhydrazine and 5.03 gm (21.8 mMol) 5-phthalimidyl-2-pentanone in 100 mL ethanol were added 2 mL concentrated hydrochloric acid and the reaction mixture was heated at 80° C. for 14 hours. To the reaction mixture were then added an additional 3 mL concentrated hydrochloric acid and heating continued for an additional 6 hours. The reaction mixture was then cooled to 0° C. and 100 mL hexane were slowly added. The solid which formed wa... Starting materials: CC=1C=C(C=O)C=CC1[N+](=O)[O-] (3-methyl-4-nitrobenzaldehyde), Cl.NO (hydroxylamine hydrochloride). The solvent is CO (methanol). Conditions: temperature 65 celsius, time 2 hour. Product: CC=1C=C(/C=N/O)C=CC1[N+](=O)[O-] ((E)-3-methyl-4-nitrobenzaldehyde oxime), solid. Isolated yield 81.0%. As a reaction SMILES: [CH3:1][C:2]1[CH:3]=[C:4]([CH:7]=[CH:8][C:9]=1[N+:10]([O-:12])=[O:11])[CH:5]=O.Cl.[NH2:14][OH:15]>CO>[CH3:1][C:2]1[CH:3]=[C:4]([CH:7]=[CH:8][C:9]=1[N+:10]([O-:12])=[O:11])/[CH:5]=[N:14]/[OH:15] |f:1.2|. Procedure: To a warm solution of 3-methyl-4-nitrobenzaldehyde (1.0 equiv.) in methanol was added hydroxylamine hydrochloride (2.0 equiv.) and the mixture was stirred at 65° C. for 2 hours. Methanol was evaporated and the residue was diluted with ethyl acetate. The organic layer was washed with water, brine, dried over Na2SO4, filtered and concentrated in vacuo. The residue was then recrystallized from ethyl acetate and petroleum ether 60-80, to provide the title compound as a creamish solid (81%); 1H NMR (... Yields the product C(C)(=O)OC1=CC(=CC(=C1)C(C)C)C=O (3-formyl-5-isopropylphenyl acetate). Procedure: A solution of 33.2 mg (0.202 mmol) of 3-hydroxy-5-isopropylbenzaldehyde and 50 μL (0.53 mmol) of Ac2O in 3 mL of pyridine was stirred at r.t. for 70 min. The solution was concentrated, water and EtOAc were added, and the layers were separated. The organic layer was washed with brine, dried over Na2SO4, filtered, concentrated, and purified by flash silica gel chromatography (20% EtOAc/hexanes) (neutral silica gel) to provide 47.4 mg of 3-formyl-5-isopropylphenyl acetate as a yellow oil with some ... The solvent is N1=CC=CC=C1 (pyridine). Reactants: OC=1C=C(C=O)C=C(C1)C(C)C (3-hydroxy-5-isopropylbenzaldehyde), CC(=O)OC(=O)C (Ac2O). As a reaction SMILES: [OH:1][C:2]1[CH:3]=[C:4]([CH:7]=[C:8]([CH:10]([CH3:12])[CH3:11])[CH:9]=1)[CH:5]=[O:6].[CH3:13][C:14](OC(C)=O)=[O:15]>N1C=CC=CC=1>[C:14]([O:1][C:2]1[CH:9]=[C:8]([CH:10]([CH3:12])[CH3:11])[CH:7]=[C:4]([CH:5]=[O:6])[CH:3]=1)(=[O:15])[CH3:13]. Isolated yield 113.8%. Reactants: ClC=1C=C(C=C(C1C)Cl)C(C(CC(=O)O)O)=O (4-(3,5-dichloro-4-methylphenyl)-3-hydroxy-4-oxobutyric acid), O.NN (hydrazine hydrate). Solvent: C(C)O (ethanol). Conditions: time 6 hour. Product: ClC=1C=C(C=C(C1C)Cl)C=1C(CC(NN1)=O)O (6-(3,5-Dichloro-4-methylphenyl)-5-hydroxy-4,5-dihydro-2H-pyridazin-3-one). The yield is 64.9%. As a reaction SMILES: [Cl:1][C:2]1[CH:3]=[C:4]([C:10](=O)[CH:11]([OH:16])[CH2:12][C:13](O)=[O:14])[CH:5]=[C:6]([Cl:9])[C:7]=1[CH3:8].O.[NH2:19][NH2:20]>C(O)C>[Cl:1][C:2]1[CH:3]=[C:4]([C:10]2[CH:11]([OH:16])[CH2:12][C:13](=[O:14])[NH:19][N:20]=2)[CH:5]=[C:6]([Cl:9])[C:7]=1[CH3:8] |f:1.2|. Procedure: A mixture of 2.77 g of 4-(3,5-dichloro-4-methylphenyl)-3-hydroxy-4-oxobutyric acid (prepared as described in Preparation 1), 0.5 g of hydrazine hydrate (100%) and 20 ml of ethanol was stirred at room temperature for 6 hours. The resulting white powder was then collected by filtration, to give 1.77 g (yield 65%) of the desired Compound No. 7, melting at 253°-256° C. The reactants are COC(=O)c1ccc(Sc2ccc(NC(=O)OC(C)(C)C)cc2)c(Nc2ncnc3cc(C(C)C)ccc23)c1, C1COCCO1, Cl, [Li+], [OH-], O, O. The product is CC(C)c1ccc2c(Nc3cc(C(=O)O)ccc3Sc3ccc(NC(=O)OC(C)(C)C)cc3)ncnc2c1. RXN SMILES: [C:1]([CH3:2])([CH3:3])([CH3:4])[O:5][C:6](=[O:7])[NH:8][c:9]1[cH:10][cH:11][c:12]([S:15][c:16]2[c:17]([NH:26][c:27]3[n:28][cH:29][n:30][c:31]4[cH:32][c:33]([CH:37]([CH3:38])[CH3:39])[cH:34][cH:35][c:36]34)[cH:18][c:19]([C:20](=[O:21])[O:22][CH3:23])[cH:24][cH:25]2)[cH:13][cH:14]1.[CH2:44]1[O:45][CH2:46][CH2:47][O:48][CH2:49]1.[ClH:43].[Li+:42].[OH-:41].[OH2:40].[OH2:50]>>[C:1]([CH3:2])([CH3:3])([CH3:4])[O:5][C:6](=[O:7])[NH:8][c:9]1[cH:10][cH:11][c:12]([S:15][c:16]2[c:17]([NH:26][c:27]3[n:28][cH:29][n:30][c:31]4[cH:32][c:33]([CH:37]([CH3:38])[CH3:39])[cH:34][cH:35][c:36]34)[cH:18][c:19]([C:20](=[O:21])[OH:22])[cH:24][cH:25]2)[cH:13][cH:14]1. The reactants are CC(C)(C)COC1CN(C(=O)OC(C)(C)C)C(CO)CO1, CS(C)=O, CCN(C(C)C)C(C)C, ClCCl, O=S(=O)=O, c1ccncc1. The product is CC(C)(C)COC1CN(C(=O)OC(C)(C)C)C(C=O)CO1. Reaction SMILES: [C:1]([CH3:2])([CH3:3])([CH3:4])[O:5][C:6](=[O:7])[N:8]1[CH2:9][CH:10]([O:16][CH2:17][C:18]([CH3:19])([CH3:20])[CH3:21])[O:11][CH2:12][CH:13]1[CH2:14][OH:15].[CH3:41][S:42]([CH3:43])=[O:44].[CH:22]([N:23]([CH:24]([CH3:25])[CH3:26])[CH2:27][CH3:28])([CH3:29])[CH3:30].[Cl:45][CH2:46][Cl:47].[S:31](=[O:32])(=[O:33])=[O:34].[n:35]1[cH:36][cH:37][cH:38][cH:39][cH:40]1>>[C:1]([CH3:2])([CH3:3])([CH3:4])[O:5][C:6](=[O:7])[N:8]1[CH2:9][CH:10]([O:16][CH2:17][C:18]([CH3:19])([CH3:20])[CH3:21])[O:11][CH2:12][CH:13]1[CH:14]=[O:15]. Starting materials: CC(=O)OC1OC(C)C(OC(C)=O)C1OC(C)=O, O=C([O-])O, ClCCl, Cc1ccccc1, [Cl-], Nc1nc(=O)[nH]cc1F, [Na+], O. Yields the product CC(=O)OC1C(C)OC(n2cc(F)c(N)nc2=O)C1OC(C)=O. Reaction SMILES: [C:10]([O:11][CH:14]1[CH:15]([O:16][C:17]([CH3:18])=[O:19])[CH:20]([O:21][C:22]([CH3:23])=[O:24])[CH:25]([CH3:27])[O:26]1)(=[O:12])[CH3:13].[C:29](=[O:30])([OH:31])[O-:32].[CH2:42]([Cl:43])[Cl:44].[CH3:34][c:35]1[cH:36][cH:37][cH:38][cH:39][cH:40]1.[Cl-:28].[F:1][c:2]1[c:3]([NH2:9])[n:4][c:5](=[O:8])[nH:6][cH:7]1.[Na+:33].[OH2:41]>>[F:1][c:2]1[c:3]([NH2:9])[n:4][c:5](=[O:8])[n:6]([CH:14]2[CH:15]([O:16][C:17]([CH3:18])=[O:19])[CH:20]([O:21][C:22]([CH3:23])=[O:24])[CH:25]([CH3:27])[O:26]2)[cH:7]1. Reactants: CCCCN, CN(C)c1ccncc1, ClCCl, O=C(O)c1cc2c3c(c1)C(c1ccccc1)CCN3CCC2c1ccccc1. Yields the product CCCCNC(=O)c1cc2c3c(c1)C(c1ccccc1)CCN3CCC2c1ccccc1. RXN SMILES: [CH2:29]([CH2:30][CH2:31][CH3:32])[NH2:33].[CH3:37][N:38]([c:39]1[cH:40][cH:41][n:42][cH:43][cH:44]1)[CH3:45].[Cl:34][CH2:35][Cl:36].[c:1]1([CH:7]2[CH2:8][CH2:9][N:10]3[c:11]4[c:12]([cH:13][c:14]([C:17](=[O:18])[OH:19])[cH:15][c:16]42)[CH:20]([c:23]2[cH:24][cH:25][cH:26][cH:27][cH:28]2)[CH2:21][CH2:22]3)[cH:2][cH:3][cH:4][cH:5][cH:6]1>>[c:1]1([CH:7]2[CH2:8][CH2:9][N:10]3[c:11]4[c:12]([cH:13][c:14]([C:17](=[O:19])[NH:33][CH2:29][CH2:30][CH2:31][CH3:32])[cH:15][c:16]42)[CH:20]([c:23]2[cH:24][cH:25][cH:26][cH:27][cH:28]2)[CH2:21][CH2:22]3)[cH:2][cH:3][cH:4][cH:5][cH:6]1. Starting materials: raw materials, IC=1C(NC(N([C@H]2C[C@H](O)[C@@H](CO)O2)C1)=O)=O (5-iodo-2′-deoxyuridine), C(CCC)N(CCCC)CCCC (Tributylamine), C(=C)C1CCCCC1 (vinylcyclohexane), C(Cl)(Cl)Cl (CHCl3). The reagents and catalysts are C(C)(=O)[O-].[Pd+2].C(C)(=O)[O-] (palladium acetate). Solvent: O1CCOCC1 (dioxane), CN(C)C=O (DMF), CO (MeOH). Conditions: temperature 100 celsius. The product is C1(CCCCC1)C=CC=1C(NC(N([C@H]2C[C@H](O)[C@@H](CO)O2)C1)=O)=O (5-cyclohexylvinyl-2′-deoxyuridine). Yield: 84.0%. As a reaction SMILES: I[C:2]1[C:3](=[O:17])[NH:4][C:5](=[O:16])[N:6]([CH:15]=1)[C@@H:7]1[O:14][C@H:11]([CH2:12][OH:13])[C@@H:9]([OH:10])[CH2:8]1.C(N(CCCC)CCCC)CCC.[CH:31]([CH:33]1[CH2:38][CH2:37][CH2:36][CH2:35][CH2:34]1)=[CH2:32].C(Cl)(Cl)Cl>CN(C=O)C.O1CCOCC1.C([O-])(=O)C.[Pd+2].C([O-])(=O)C.CO>[CH:33]1([CH:31]=[CH:32][C:2]2[C:3](=[O:17])[NH:4][C:5](=[O:16])[N:6]([CH:15]=2)[C@@H:7]2[O:14][C@H:11]([CH2:12][OH:13])[C@@H:9]([OH:10])[CH2:8]2)[CH2:38][CH2:37][CH2:36][CH2:35][CH2:34]1 |f:6.7.8|. Procedure: 5-iodo-2′-deoxyuridine (1) (505 mg, 1.42 mmol) was dissolved in DMF (2.5 ml) and dioxane (2.5 ml), and palladium acetate (33 mg, 0.14 mmol) was added thereto to obtain a suspension. Tributylamine (340 μl, 1.41 mmol) and vinylcyclohexane (2.0 ml, 14.1 mmol) were further added to the mixture, which was heated by microwaves for the reaction at 100° C. for 20 minutes. Disappearance of the raw materials was confirmed by TLC (CHCl3:MeOH=9:1). Thereafter, the purification was carried out by using a sil... The reactants are COC(C=O)OC (dimethoxyethanal), CC(C)(C)OC (MTBE), ClC1=C(C=C(N)C=C1)OCCN(C)C (4-chloro-3-(2-dimethylaminoethoxy)aniline), C(#N)[BH3-].[Na+] (sodium cyanoborohydride), [OH-].[Na+] (NaOH). Solvent: C(C)(=O)O (acetic acid), C(Cl)Cl (CH2Cl2). Reaction conditions: time 1 hour. Yields the product COC(CNC1=CC(=C(C=C1)Cl)OCCN(C)C)OC (N-[4-Chloro-3-(2-dimethylaminoethoxy)phenyl]aminoacetaldehyde dimethyl acetal). The yield is 87.0%. Reaction SMILES: [Cl:1][C:2]1[CH:8]=[CH:7][C:5]([NH2:6])=[CH:4][C:3]=1[O:9][CH2:10][CH2:11][N:12]([CH3:14])[CH3:13].[CH3:15][O:16][CH:17]([O:20][CH3:21])[CH:18]=O.CC(OC)(C)C.C([BH3-])#N.[Na+].[OH-].[Na+]>C(Cl)Cl.C(O)(=O)C>[CH3:15][O:16][CH:17]([O:20][CH3:21])[CH2:18][NH:6][C:5]1[CH:7]=[CH:8][C:2]([Cl:1])=[C:3]([O:9][CH2:10][CH2:11][N:12]([CH3:14])[CH3:13])[CH:4]=1 |f:3.4,5.6|. Procedure: To a suspension of 4-chloro-3-(2-dimethylaminoethoxy)aniline (D6, 1.22 g, 0.006 mol) in McOH (30 ml) containing dimethoxyethanal in MTBE (1.76 g, 0.17 mol) and glacial acetic acid (1.71 g) was added sodium cyanoborohydride (1.78 g, 0.03 mol) portionwise at 0 C. After addition, the reaction was left to stir at room temperature for 1 hour, and then 10% aqueous NaOH was added and the mixture was extraced with CH2Cl2 and the combined organic layers were dried (Na2SO4), and concentrated in vacuo to g...